From a dataset of the Open Reaction Database (ORD), a public repository of structured organic reaction records. describe an organic reaction: reactants, conditions, products, and yield Starting materials: Cl (hydrochloric acid), NOCC(=O)OCC1=CC=CC=C1 (benzyl 2-aminooxyacetate), C(=O)NC=1SC=C(N1)C(C(=O)O)=O ((2-formamidothiazol-4-yl)glyoxylic acid), O.NN (hydrazine hydrate), benzyl 2-phthalimidoxyacetate, [OH-].[Na+] (sodium hydroxide). Run in N1=CC=CC=C1 (pyridine), CO (methanol), O1CCCC1 (tetrahydrofuran). Reaction conditions: time 30 minute. Product: C(C1=CC=CC=C1)OC(=O)CON=C(C(=O)O)C=1N=C(SC1)NC=O (2-benzyloxycarbonylmethoxyimino-2-(2-formamidothiazol-4-yl)acetic acid). As a reaction SMILES: O.NN.Cl.[NH2:5][O:6][CH2:7][C:8]([O:10][CH2:11][C:12]1[CH:17]=[CH:16][CH:15]=[CH:14][CH:13]=1)=[O:9].[CH:18]([NH:20][C:21]1[S:22][CH:23]=[C:24]([C:26](=O)[C:27]([OH:29])=[O:28])[N:25]=1)=[O:19].[OH-].[Na+]>CO.O1CCCC1.N1C=CC=CC=1>[CH2:11]([O:10][C:8]([CH2:7][O:6][N:5]=[C:26]([C:24]1[N:25]=[C:21]([NH:20][CH:18]=[O:19])[S:22][CH:23]=1)[C:27]([OH:29])=[O:28])=[O:9])[C:12]1[CH:17]=[CH:16][CH:15]=[CH:14][CH:13]=1 |f:0.1,5.6|. Procedure: A solution of hydrazine hydrate (8.0 g) in methanol (16 ml) was added to a suspension of benzyl 2-phthalimidoxyacetate (46.0 g) in tetrahydrofuran (150 ml), and the mixture was stirred at ambient temperature for 30 minutes. To the reaction mixture was added 20% hydrochloric acid under ice-cooling, followed by stirring at the same temperature for 10 minutes. The insoluble substance was filtered off to give a solution containing benzyl 2-aminooxyacetate. To this solution were added (2-formamidothi... Reactants: CN1CCC(N(C)c2nc3ccccc3[nH]2)C1, Cc1ccccc1, CCN(C(C)C)C(C)C, O=C(Cl)Cl, ClCCl, [Na+], [OH-], O. Product: CN1CC(CCCl)N(C)c2nc3ccccc3n2C1=O. Reaction SMILES: [CH3:12][N:13]([c:14]1[n:15][c:16]2[c:17]([nH:18]1)[cH:19][cH:20][cH:21][cH:22]2)[CH:23]1[CH2:24][N:25]([CH3:28])[CH2:26][CH2:27]1.[CH3:5][c:6]1[cH:7][cH:8][cH:9][cH:10][cH:11]1.[CH:29]([N:30]([CH:31]([CH3:32])[CH3:33])[CH2:34][CH3:35])([CH3:36])[CH3:37].[Cl:1][C:2]([Cl:3])=[O:4].[Cl:40][CH2:41][Cl:42].[Na+:39].[OH-:38].[OH2:43]>>[CH2:2]([Cl:3])[CH2:27][CH:23]1[N:13]([CH3:12])[c:14]2[n:15]([c:16]3[c:17]([n:18]2)[cH:19][cH:20][cH:21][cH:22]3)[C:26](=[O:38])[N:25]([CH3:28])[CH2:24]1.